From a dataset of the Open Reaction Database (ORD), a public repository of structured organic reaction records. describe an organic reaction: reactants, conditions, products, and yield Reactants: C1CCOC1, CN(C)C1CCN(C(=O)CCc2c(COc3ccc(Cl)cc3)n(C)c3ccccc23)CC1. Product: CN(C)C1CCN(CCCc2c(COc3ccc(Cl)cc3)n(C)c3ccccc23)CC1. As a reaction SMILES: [CH2:33]1[O:34][CH2:35][CH2:36][CH2:37]1.[Cl:1][c:2]1[cH:3][cH:4][c:5]([O:6][CH2:7][c:8]2[n:9]([CH3:30])[c:10]3[cH:11][cH:12][cH:13][cH:14][c:15]3[c:16]2[CH2:17][CH2:18][C:19](=[O:20])[N:21]2[CH2:22][CH2:23][CH:24]([N:27]([CH3:28])[CH3:29])[CH2:25][CH2:26]2)[cH:31][cH:32]1>>[Cl:1][c:2]1[cH:3][cH:4][c:5]([O:6][CH2:7][c:8]2[n:9]([CH3:30])[c:10]3[cH:11][cH:12][cH:13][cH:14][c:15]3[c:16]2[CH2:17][CH2:18][CH2:19][N:21]2[CH2:22][CH2:23][CH:24]([N:27]([CH3:28])[CH3:29])[CH2:25][CH2:26]2)[cH:31][cH:32]1. Starting materials: O=C(Cl)c1ccccc1, Cc1ccnc(-c2cccc(N)c2)c1, CC(C)=O, [N-]=C=S, [NH4+], O. The product is Cc1ccnc(-c2cccc(NC(=S)NC(=O)c3ccccc3)c2)c1. As a reaction SMILES: [C:5]([c:6]1[cH:7][cH:8][cH:9][cH:10][cH:11]1)(=[O:12])[Cl:13].[CH3:14][c:15]1[cH:16][c:17](-[c:21]2[cH:22][c:23]([NH2:24])[cH:25][cH:26][cH:27]2)[n:18][cH:19][cH:20]1.[CH3:29][C:30](=[O:31])[CH3:32].[N-:1]=[C:2]=[S:3].[NH4+:4].[OH2:28]>>[NH:1]([C:2](=[S:3])[NH:24][c:23]1[cH:22][c:21](-[c:17]2[cH:16][c:15]([CH3:14])[cH:20][cH:19][n:18]2)[cH:27][cH:26][cH:25]1)[C:5]([c:6]1[cH:7][cH:8][cH:9][cH:10][cH:11]1)=[O:12].